From a dataset of the Open Reaction Database (ORD), a public repository of structured organic reaction records. describe an organic reaction: reactants, conditions, products, and yield The reactants are BrC1=C(N=C(O1)C1CCN(CC1)C(=O)OC(C)(C)C)C1=CC=C(C=C1)SC (tert-Butyl 4-{5-bromo-4-[4-(methylsulfanyl)phenyl]-1,3-oxazol-2-yl}piperidine-1-carboxylate), ClC=1C=C(C(=O)OO)C=CC1 (3-Chloroperoxybenzoic acid). Run in C(Cl)Cl (methylene chloride), C(Cl)Cl (methylene chloride), C(Cl)Cl (methylene chloride). Conditions: temperature 25 celsius, time 1 hour. The product is BrC1=C(N=C(O1)C1CCN(CC1)C(=O)OC(C)(C)C)C1=CC=C(C=C1)S(=O)C (tert-butyl 4-{5-bromo-4-[4-(methylsulfinyl)phenyl]-1,3-oxazol-2-yl}piperidine-1-carboxylate). The yield is 93.5%. RXN SMILES: [Br:1][C:2]1[O:6][C:5]([CH:7]2[CH2:12][CH2:11][N:10]([C:13]([O:15][C:16]([CH3:19])([CH3:18])[CH3:17])=[O:14])[CH2:9][CH2:8]2)=[N:4][C:3]=1[C:20]1[CH:25]=[CH:24][C:23]([S:26][CH3:27])=[CH:22][CH:21]=1.ClC1C=C(C=CC=1)C(OO)=[O:33]>C(Cl)Cl>[Br:1][C:2]1[O:6][C:5]([CH:7]2[CH2:8][CH2:9][N:10]([C:13]([O:15][C:16]([CH3:19])([CH3:18])[CH3:17])=[O:14])[CH2:11][CH2:12]2)=[N:4][C:3]=1[C:20]1[CH:21]=[CH:22][C:23]([S:26]([CH3:27])=[O:33])=[CH:24][CH:25]=1. Procedure details: tert-Butyl 4-{5-bromo-4-[4-(methylsulfanyl)phenyl]-1,3-oxazol-2-yl}piperidine-1-carboxylate (705 mg, 1.55 mmol) was dissolved in methylene chloride (15.5 nit) under argon atmosphere. 3-Chloroperoxybenzoic acid (383 mg, 1.55 mL) was dissolved in methylene chloride (3.1 mL) and added via syringe to the stirring solution. The resulting solution was stirred at 25° C. for 1 hour. The solution was then diluted with methylene chloride (15 mL) and washed with saturated sodium bicarbonate followed by bri...